Dataset: the Open Reaction Database (ORD), a public repository of structured organic reaction records. Task: describe an organic reaction: reactants, conditions, products, and yield Reactants: S1C=NC=C1 (thiazole), NC1=C2C(=NC=N1)N(N=C2C2=CC=C(C=C2)NC=2SC=C(N2)CC)[C@@H]2CC[C@@H](CC2)N2CCN(CC2)C (cis-N2-(4-{4-amino-1-[4-(4-methylpiperazino)cyclohexyl]-1H-pyrazolo[3,4-d]pyrimidin-3-yl}phenyl)-4-ethyl-1,3-thiazol-2-amine), BrC(C(=O)C1=CC=CC=C1)C (2-bromopropiophenone). Reaction conditions: time 24 hour. Product: NC1=C2C(=NC=N1)N(N=C2C2=CC=C(C=C2)NC=2SC(=C(N2)C2=CC=CC=C2)C)[C@@H]2CC[C@@H](CC2)N2CCN(CC2)C (cis-N2-(4-{4-amino-1-[4-(4-methylpiperazino)cyclohexyl]-1H-pyrazolo[3,4-d]pyrimidin-3-yl}phenyl)-5-methyl-4-phenyl-1,3-thiazol-2-amine). As a reaction SMILES: S1C=CN=[CH:2]1.[NH2:6][C:7]1[N:12]=[CH:11][N:10]=[C:9]2[N:13]([C@H:30]3[CH2:35][CH2:34][C@@H:33]([N:36]4[CH2:41][CH2:40][N:39]([CH3:42])[CH2:38][CH2:37]4)[CH2:32][CH2:31]3)[N:14]=[C:15]([C:16]3[CH:21]=[CH:20][C:19]([NH:22][C:23]4[S:24][CH:25]=[C:26]([CH2:28][CH3:29])[N:27]=4)=[CH:18][CH:17]=3)[C:8]=12.Br[CH:44]([CH3:53])[C:45]([C:47]1C=CC=CC=1)=O>>[NH2:6][C:7]1[N:12]=[CH:11][N:10]=[C:9]2[N:13]([C@H:30]3[CH2:35][CH2:34][C@@H:33]([N:36]4[CH2:41][CH2:40][N:39]([CH3:42])[CH2:38][CH2:37]4)[CH2:32][CH2:31]3)[N:14]=[C:15]([C:16]3[CH:17]=[CH:18][C:19]([NH:22][C:23]4[S:24][C:25]([CH3:2])=[C:26]([C:28]5[CH:47]=[CH:45][CH:44]=[CH:53][CH:29]=5)[N:27]=4)=[CH:20][CH:21]=3)[C:8]=12. Reported procedure: The procedure for thiazole synthesis, described in the preparation of cis-N2-(4-{4-amino-1-[4-(4-methylpiperazino)cyclohexyl]-1H-pyrazolo[3,4-d]pyrimidin-3-yl}phenyl)-4-ethyl-1,3-thiazol-2-amine, was employed with the exception that 2-bromopropiophenone (0.081 mL, 0.532 mmol) was used as the alkylating agent, and the alkylation reaction was conducted at 50° C. for 24 h. Purification of the product by preparative HPLC (25 to 100% acetonitrile in 0.1 M aqueous ammonium acetate over 20 min at 21 mL... The reactants are ClC=1C=C(C(=O)OC)C=CC1C1C2=C(NCCS1)N(N=C2C2=NC=CC=C2)C (methyl 3-chloro-4-[1-methyl-3-(2-pyridyl)-4,6,7,8-tetrahydropyrazolo[3,4-e][1,4]thiazepin-4-yl]benzoate), Cl (HCl), CO (methanol), [OH-].[Na+] (NaOH). The solvent is C1CCOC1 (THF). Run at time 18 hour. The product is ClC=1C=C(C(=O)O)C=CC1C1C2=C(NCCS1)N(N=C2C2=NC=CC=C2)C (3-chloro-4-[1-methyl-3-(2-pyridyl)-4,6,7,8-tetrahydropyrazolo[3,4-e][1,4]thiazepin-4-yl]benzoic acid). Yield: 26.7%. As a reaction SMILES: [Cl:1][C:2]1[CH:3]=[C:4]([CH:9]=[CH:10][C:11]=1[CH:12]1[S:18][CH2:17][CH2:16][NH:15][C:14]2[N:19]([CH3:28])[N:20]=[C:21]([C:22]3[CH:27]=[CH:26][CH:25]=[CH:24][N:23]=3)[C:13]1=2)[C:5]([O:7]C)=[O:6].CO.[OH-].[Na+].Cl>C1COCC1>[Cl:1][C:2]1[CH:3]=[C:4]([CH:9]=[CH:10][C:11]=1[CH:12]1[S:18][CH2:17][CH2:16][NH:15][C:14]2[N:19]([CH3:28])[N:20]=[C:21]([C:22]3[CH:27]=[CH:26][CH:25]=[CH:24][N:23]=3)[C:13]1=2)[C:5]([OH:7])=[O:6] |f:2.3|. Procedure: A mixture of methyl 3-chloro-4-[1-methyl-3-(2-pyridyl)-4,6,7,8-tetrahydropyrazolo[3,4-e][1,4]thiazepin-4-yl]benzoate (0.060 g, 0.15 mmol, Example #E.1), methanol (5 mL), THF (5 mL) and 2 M aqueous NaOH (3 mL) was stirred at rt for about 18 h. Subsequently, 1 M aqueous HCl (7 mL) was added and the volatiles were removed in vacuo. The residue was treated with water (20 mL) and then extracted with ethyl acetate (2×70 mL). The combined organic layers were dried (MgSO4), filtered, and concentrated in... Starting materials: CCCCCCN, COCCOC, CCCCCCCCCCCC, O=[N+]([O-])c1ccccc1Cl, [K+], [K+], [K+], O=C(C=Cc1ccccc1)C=Cc1ccccc1, O=C(C=Cc1ccccc1)C=Cc1ccccc1, O=C(C=Cc1ccccc1)C=Cc1ccccc1, O=P([O-])([O-])[O-], [Pd], [Pd]. Yields the product CCCCCCNc1ccccc1[N+](=O)[O-]. Reaction SMILES: [CH2:19]([CH2:20][CH2:21][CH2:22][CH2:23][CH3:24])[NH2:25].[CH3:26][O:27][CH2:28][CH2:29][O:30][CH3:31].[CH3:32][CH2:33][CH2:34][CH2:35][CH2:36][CH2:37][CH2:38][CH2:39][CH2:40][CH2:41][CH2:42][CH3:43].[Cl:9][c:10]1[c:11]([N+:16](=[O:17])[O-:18])[cH:12][cH:13][cH:14][cH:15]1.[K+:6].[K+:7].[K+:8].[O:46]=[C:47]([CH:48]=[CH:49][c:50]1[cH:51][cH:52][cH:53][cH:54][cH:55]1)[CH:56]=[CH:57][c:58]1[cH:59][cH:60][cH:61][cH:62][cH:63]1.[O:64]=[C:65]([CH:66]=[CH:67][c:68]1[cH:69][cH:70][cH:71][cH:72][cH:73]1)[CH:74]=[CH:75][c:76]1[cH:77][cH:78][cH:79][cH:80][cH:81]1.[O:82]=[C:83]([CH:84]=[CH:85][c:86]1[cH:87][cH:88][cH:89][cH:90][cH:91]1)[CH:92]=[CH:93][c:94]1[cH:95][cH:96][cH:97][cH:98][cH:99]1.[P:1]([O-:2])([O-:3])([O-:4])=[O:5].[Pd:44].[Pd:45]>>[c:10]1([NH:25][CH2:19][CH2:20][CH2:21][CH2:22][CH2:23][CH3:24])[c:11]([N+:16](=[O:17])[O-:18])[cH:12][cH:13][cH:14][cH:15]1. Reactants: BrC1=C(C=CC=C1)SCC1OC=CO1 ((2-bromophenylthiomethyl)-1,3-dioxolene), poly phosphoric acid. The solvent is ClC1=CC=CC=C1 (chlorobenzene), ClC1=CC=CC=C1 (chlorobenzene). Product: BrC1=CC=CC2=C1SC=C2 (7-Bromobenzo[b]thiophene). Isolated yield 40.1%. RXN SMILES: [Br:1][C:2]1[CH:7]=[CH:6][CH:5]=[CH:4][C:3]=1[S:8][CH2:9][CH:10]1OC=CO1>ClC1C=CC=CC=1>[Br:1][C:2]1[C:3]2[S:8][CH:9]=[CH:10][C:4]=2[CH:5]=[CH:6][CH:7]=1. Procedure details: To a mixture of 2-bromothiophenol (5 g) and 2-bromomethyl-1,3-dioxolane (2.98 mL) in N,N-dimethylformamide (50 mL) was added potassium carbonate (5.48 g) at room temperature, and the mixture was stirred overnight. The reaction mixture was poured into water, and the mixture was extracted with diethyl ether. The extract washed with water, 1 mol/L sodium hydroxide aqueous solution, water and brine successively, and dried over anhydrous magnesium sulfate, and the solvent was removed under reduced pr... Starting materials: C12(CC3CC(CC(C1)C3)C2)CO (adamantan-1-ylmethanol), CC1([C@H]2CC[C@@H]([C@@H]1C2)CO)C (((1S,2S,5S)-6,6-dimethylbicyclo[3.1.1]heptan-2-yl)methanol), ClC=1C(=CC(=C(C(=O)NS(=O)(=O)C)C1)F)F (5-chloro-2,4-difluoro-N-(methylsulfonyl)benzamide), ClC=1C(=CC(=C(C(=O)NS(N)(=O)=O)C1)F)F (5-chloro-2,4-difluoro-N-sulfamoylbenzamide). Product: ClC=1C(=CC(=C(C(=O)NS(N)(=O)=O)C1)F)OC[C@@H]1[C@H]2C([C@@H](CC1)C2)(C)C (5-chloro-4-(((1S,2S,5S)-6,6-dimethylbicyclo[3.1.1]heptan-2-yl)-methoxy)-2-fluoro-N-sulfamoylbenzamide), solid. Isolated yield 15.0%. RXN SMILES: ClC1C(F)=CC(F)=C(C=1)C(NS(C)(=O)=O)=O.[Cl:17][C:18]1[C:19](F)=[CH:20][C:21]([F:31])=[C:22]([CH:30]=1)[C:23]([NH:25][S:26](=[O:29])(=[O:28])[NH2:27])=[O:24].C12(CO)CC3CC(CC(C3)C1)C2.[CH3:45][C:46]1([CH3:55])[C@H:51]2[CH2:52][C@@H:47]1[CH2:48][CH2:49][C@@H:50]2[CH2:53][OH:54]>>[Cl:17][C:18]1[C:19]([O:54][CH2:53][C@H:50]2[CH2:49][CH2:48][C@H:47]3[CH2:52][C@@H:51]2[C:46]3([CH3:55])[CH3:45])=[CH:20][C:21]([F:31])=[C:22]([CH:30]=1)[C:23]([NH:25][S:26](=[O:29])(=[O:28])[NH2:27])=[O:24]. Procedure: Following the procedure as described in Example 8 and making variations as required to replace 5-chloro-2,4-difluoro-N-(methylsulfonyl)benzamide with 5-chloro-2,4-difluoro-N-sulfamoylbenzamide and adamantan-1-ylmethanol with ((1S,2S,5S)-6,6-dimethylbicyclo[3.1.1]heptan-2-yl)methanol, the title compound was obtained as a colorless solid (0.09 g, 15%): 1H NMR (300 MHz, DMSO-d6) δ 11.73 (s, 1H), 7.66 (d, J=7.5 Hz, 1H), 7.58 (s, 2H), 7.22 (d, J=12.4 Hz, 1H), 3.95 (d, J=6.8 Hz, 2H), 2.49-2.38 (m, 1H)... Starting materials: C(=O)(OC)CCCCCSC=1C(CCC1)=O (2-(5-Carbomethoxypentylthio)cyclopent-2-en-1-one), aqueous solution, [OH-].[Na+] (sodium hydroxide). Run in CO (methanol), O (water). Yields the product C(=O)(O)CCCCCSC=1C(CCC1)=O (2-(5-carboxypentylthio)cyclopent-2-en-1-one). The yield is 51.9%. As a reaction SMILES: [C:1]([CH2:5][CH2:6][CH2:7][CH2:8][CH2:9][S:10][C:11]1[C:12](=[O:16])[CH2:13][CH2:14][CH:15]=1)([O:3]C)=[O:2].[OH-].[Na+]>CO.O>[C:1]([CH2:5][CH2:6][CH2:7][CH2:8][CH2:9][S:10][C:11]1[C:12](=[O:16])[CH2:13][CH2:14][CH:15]=1)([OH:3])=[O:2] |f:1.2|. Reported procedure: 2-(5-Carbomethoxypentylthio)cyclopent-2-en-1-one (133 mg) was treated with 0.8 ml of a 3 N aqueous solution of sodium hydroxide in 5 ml of methanol and 2 ml of water at room temperature for 45 minutes. After the reaction, the reaction mixture was extracted with diethyl ether. The aqueous layer was acidified with hydrochloric acid, and extracted with diethyl ether. The extracts were treated in a customary manner to afford 125 mg of a crude product. The crude product was chromatographed on a thin ...